From a dataset of the Open Reaction Database (ORD), a public repository of structured organic reaction records. describe an organic reaction: reactants, conditions, products, and yield The reactants are hydrazide, C(=O)(O)[C@@H]1[C@@H](CC2=CC=CC=C12)O ((1S,2R)-1-carboxy-2-hydroxyindane), N(=O)[O-].[Na+] (sodium nitrite). Run in OS(=O)(=O)O (H2SO4). Reaction conditions: temperature 2.5 celsius. Yields the product N[C@@H]1[C@@H](CC2=CC=CC=C12)O ((1S,2R)-1-amino-2-indanol). Reaction SMILES: C([C@H:4]1[C:12]2[C:7](=[CH:8][CH:9]=[CH:10][CH:11]=2)[CH2:6][C@H:5]1[OH:13])(O)=O.[N:14]([O-])=O.[Na+]>OS(O)(=O)=O>[NH2:14][C@H:4]1[C:12]2[C:7](=[CH:8][CH:9]=[CH:10][CH:11]=2)[CH2:6][C@H:5]1[OH:13] |f:1.2|. Reported procedure: The hydrazide of (1S,2R)-1-carboxy-2-hydroxyindane (0.5 gram) is reacted with a solution of 0.5 grams of sodium nitrite in 10 ml of 5% H2SO4. The reaction mixture is maintained for 1 hour at 0-5° C., followed extraction of the reaction mixture with ethyl acetate, followed by basification of the resulting aqueous solution with NaOH, extraction with methyl t-butyl ether, drying of the extracts over MgSO4, filtration, and the removal of solvent by rotary evaporation. The product (1S,2R)-1-amino-2-i...